This data is from the Open Reaction Database (ORD), a public repository of structured organic reaction records. The task is: describe an organic reaction: reactants, conditions, products, and yield Starting materials: COc1cc(N)cc(OC)c1OC, ClC(Cl)Cl, O=S(=O)(O)Cl. Product: COc1cc(NS(=O)(=O)Cl)cc(OC)c1OC. RXN SMILES: [CH3:6][O:7][c:8]1[cH:9][c:10]([NH2:11])[cH:12][c:13]([O:17][CH3:18])[c:14]1[O:15][CH3:16].[CH:19]([Cl:20])([Cl:21])[Cl:22].[Cl:1][S:2](=[O:3])(=[O:4])[OH:5]>>[Cl:1][S:2](=[O:3])(=[O:5])[NH:11][c:10]1[cH:9][c:8]([O:7][CH3:6])[c:14]([O:15][CH3:16])[c:13]([O:17][CH3:18])[cH:12]1.